Dataset: the Open Reaction Database (ORD), a public repository of structured organic reaction records. Task: describe an organic reaction: reactants, conditions, products, and yield Yields the product [N+]1(=CC=CC=2CCCC12)[O-] (6,7-dihydro-5H-[1]pyrindine 1-oxide). Starting materials: N-oxide, N1=CC=CC=2CCCC12 (6,7-dihydro-5H-[1]pyrindine), C(C)(=O)OO (peracetic acid). Reported procedure: N-oxide formation also was performed under the following conditions. To a 6,7-dihydro-5H-[1]pyrindine solution in DCM at 0° C. was added peracetic acid (3 mL, 32% in AcOH), and the reaction was slowly allowed to come to rt and stirred for 12 h. The reaction mixture was diluted with DCM (5 mL) and washed with water, aq NaHCO3, brine, then dried over Na2SO4, filtered and concentrated to afford desired 6,7-dihydro-5H-[1]pyrindine 1-oxide (0.6 g). LCMS (m/z): 136. As a reaction SMILES: [N:1]1[C:9]2[CH2:8][CH2:7][CH2:6][C:5]=2[CH:4]=[CH:3][CH:2]=1.C(OO)(=[O:12])C>C(Cl)Cl>[N+:1]1([O-:12])[C:9]2[CH2:8][CH2:7][CH2:6][C:5]=2[CH:4]=[CH:3][CH:2]=1. Reaction conditions: time 12 hour. Run in C(Cl)Cl (DCM), C(Cl)Cl (DCM). Starting materials: ClCCCN1CCN(Cc2ccc(Cl)cc2)CC1, O=C1CCCc2c(O)cccc21. Yields the product O=C1CCCc2c(OCCCN3CCN(Cc4ccc(Cl)cc4)CC3)cccc21. As a reaction SMILES: [Cl:13][CH2:14][CH2:15][CH2:16][N:17]1[CH2:18][CH2:19][N:20]([CH2:23][c:24]2[cH:25][cH:26][c:27]([Cl:30])[cH:28][cH:29]2)[CH2:21][CH2:22]1.[OH:1][c:2]1[c:3]2[c:8]([cH:9][cH:10][cH:11]1)[C:7](=[O:12])[CH2:6][CH2:5][CH2:4]2>>[O:1]([c:2]1[c:3]2[c:8]([cH:9][cH:10][cH:11]1)[C:7](=[O:12])[CH2:6][CH2:5][CH2:4]2)[CH2:14][CH2:15][CH2:16][N:17]1[CH2:18][CH2:19][N:20]([CH2:23][c:24]2[cH:25][cH:26][c:27]([Cl:30])[cH:28][cH:29]2)[CH2:21][CH2:22]1. Reactants: [BH3-]C#N, CC(=O)O, CO, O=Cc1ccccc1, CC1NC(=O)NN=C1c1ccc(N)cc1, [Na+]. Yields the product CC1NC(=O)NN=C1c1ccc(NCc2ccccc2)cc1. As a reaction SMILES: [C:28]([BH3-:29])#[N:30].[CH3:24][C:25](=[O:26])[OH:27].[CH3:32][OH:33].[CH:1](=[O:2])[c:3]1[cH:4][cH:5][cH:6][cH:7][cH:8]1.[NH2:9][c:10]1[cH:11][cH:12][c:13]([C:16]2=[N:21][NH:20][C:19](=[O:22])[NH:18][CH:17]2[CH3:23])[cH:14][cH:15]1.[Na+:31]>>[CH2:1]([c:3]1[cH:4][cH:5][cH:6][cH:7][cH:8]1)[NH:9][c:10]1[cH:11][cH:12][c:13]([C:16]2=[N:21][NH:20][C:19](=[O:22])[NH:18][CH:17]2[CH3:23])[cH:14][cH:15]1. Reactants: C, COC(=O)c1cc(OC)c(OCCCBr)cc1[N+](=O)[O-], CO, [H][H], [Pd]. Yields the product COC(=O)c1cc(OC)c(OCCCBr)cc1N. Reaction SMILES: [C:23].[CH3:1][O:2][c:3]1[c:4]([O:16][CH2:17][CH2:18][CH2:19][Br:20])[cH:5][c:6]([N+:13]([O-:14])=[O:15])[c:7]([C:8](=[O:9])[O:10][CH3:11])[cH:12]1.[CH3:25][OH:26].[H:21][H:22].[Pd:24]>>[CH3:1][O:2][c:3]1[c:4]([O:16][CH2:17][CH2:18][CH2:19][Br:20])[cH:5][c:6]([NH2:13])[c:7]([C:8](=[O:9])[O:10][CH3:11])[cH:12]1. Starting materials: COc1ccc(CN(Cc2ccc(OC)cc2)c2nc(C)nc(-c3cc(C(C)N4CCN(C(=O)OC(C)(C)C)CC4C)cnc3F)n2)cc1, CS(=O)(=O)Cl, ClCCl, O=C(O)C(F)(F)F, [Na+], O=C([O-])O, O. Product: COc1ccc(CN(Cc2ccc(OC)cc2)c2nc(C)nc(-c3cc(C(C)N4CCN(S(C)(=O)=O)CC4C)cnc3F)n2)cc1. As a reaction SMILES: [C:1]([O:2][C:3](=[O:4])[N:8]1[CH2:9][CH:10]([CH3:49])[N:11]([CH:14]([CH3:15])[c:16]2[cH:17][n:18][c:19]([F:48])[c:20](-[c:22]3[n:23][c:24]([CH3:47])[n:25][c:26]([N:28]([CH2:29][c:30]4[cH:31][cH:32][c:33]([O:36][CH3:37])[cH:34][cH:35]4)[CH2:38][c:39]4[cH:40][cH:41][c:42]([O:45][CH3:46])[cH:43][cH:44]4)[n:27]3)[cH:21]2)[CH2:12][CH2:13]1)([CH3:5])([CH3:6])[CH3:7].[CH3:62][S:63]([Cl:64])(=[O:65])=[O:66].[Cl:67][CH2:68][Cl:69].[F:50][C:51]([F:52])([F:53])[C:54]([OH:55])=[O:56].[Na+:61].[O-:57][C:58]([OH:59])=[O:60].[OH2:70]>>[N:8]1([S:63]([CH3:62])(=[O:65])=[O:66])[CH2:9][CH:10]([CH3:49])[N:11]([CH:14]([CH3:15])[c:16]2[cH:17][n:18][c:19]([F:48])[c:20](-[c:22]3[n:23][c:24]([CH3:47])[n:25][c:26]([N:28]([CH2:29][c:30]4[cH:31][cH:32][c:33]([O:36][CH3:37])[cH:34][cH:35]4)[CH2:38][c:39]4[cH:40][cH:41][c:42]([O:45][CH3:46])[cH:43][cH:44]4)[n:27]3)[cH:21]2)[CH2:12][CH2:13]1. Starting materials: C(CCC)[SnH](CCCC)CCCC (tributyltin hydride), [Li+].CC(C)[N-]C(C)C (LDA), ClC1=CN=CC(=N1)N[C@H]1CN(CCC1)C(=O)OC(C)(C)C ((R)-tert-butyl 3-(6-chloropyrazin-2-ylamino)piperidine-1-carboxylate). The solvent is C1CCOC1 (THF). Conditions: time 3 hour. Yields the product C(CCC)[Sn](C1=CN=CC(=N1)N[C@H]1CN(CCC1)C(=O)OC(C)(C)C)(CCCC)CCCC ((R)-tert-butyl 3-(6-(tributylstannyl)pyrazin-2-ylamino)piperidine-1-carboxylate). The yield is 40.1%. As a reaction SMILES: [CH2:1]([SnH:5]([CH2:10][CH2:11][CH2:12][CH3:13])[CH2:6][CH2:7][CH2:8][CH3:9])[CH2:2][CH2:3][CH3:4].[Li+].CC([N-]C(C)C)C.Cl[C:23]1[N:28]=[C:27]([NH:29][C@@H:30]2[CH2:35][CH2:34][CH2:33][N:32]([C:36]([O:38][C:39]([CH3:42])([CH3:41])[CH3:40])=[O:37])[CH2:31]2)[CH:26]=[N:25][CH:24]=1>C1COCC1>[CH2:10]([Sn:5]([CH2:1][CH2:2][CH2:3][CH3:4])([CH2:6][CH2:7][CH2:8][CH3:9])[C:23]1[N:28]=[C:27]([NH:29][C@@H:30]2[CH2:35][CH2:34][CH2:33][N:32]([C:36]([O:38][C:39]([CH3:42])([CH3:41])[CH3:40])=[O:37])[CH2:31]2)[CH:26]=[N:25][CH:24]=1)[CH2:11][CH2:12][CH3:13] |f:1.2|. Procedure: To a solution of (R)-tert-butyl 3-aminopiperidine-1-carboxylate (1.53 g, 7.6 mmol) in DMF (76 mL) was added Et3N (22 mmol) stirred for 15 min. 2-6-Dichloro pyrazine (1.14 g, 76 mmol) was added at RT and the reaction mixture was stirred at 100° C. overnight. The resulting reaction mixture was quenched with ice cold water and precipitate was formed. The precipitate was collected by filtration, washed with ice cold water and dried to obtain (R)-tert-butyl 3-(6-chloropyrazin-2-ylamino)piperidine-1-c... The reactants are COCCC1(SCCCS1)C(=O)OC(C)(C)C (tert-butyl 2-(2-methoxy-ethyl)-[1,3]dithiane-2-carboxylate), C([O-])(O)=O.[Na+] (sodium bicarbonate), S(=S)(=O)([O-])[O-].[Na+].[Na+] (sodium thiosulfate), BrN1C(CCC1=O)=O (N-bromosuccinimide). Run in O (water), CC(=O)C (acetone), O (water). Run at time 30 minute. Yields the product COCCC(C(=O)OC(C)(C)C)=O (tert-butyl 4-methoxy-2-oxo-butyrate). Yield: 71.4%. RXN SMILES: [CH3:1][O:2][CH2:3][CH2:4][C:5]1([C:11]([O:13][C:14]([CH3:17])([CH3:16])[CH3:15])=[O:12])SCCCS1.BrN1C(=[O:24])CCC1=O.C(=O)(O)[O-].[Na+].S([O-])([O-])(=O)=S.[Na+].[Na+]>CC(C)=O.O>[CH3:1][O:2][CH2:3][CH2:4][C:5](=[O:24])[C:11]([O:13][C:14]([CH3:17])([CH3:16])[CH3:15])=[O:12] |f:2.3,4.5.6|. Procedure: To a solution of tert-butyl 2-(2-methoxy-ethyl)-[1,3]dithiane-2-carboxylate (1.14 g, 4.09 mmol) in acetone (23 mL) was then added water (1.14 mL), and subsequently the solution was cooled to −15° C., to which N-bromosuccinimide (NBS, 4.37 g, 24.6 mmol) was gradually added. After stirring for 30 minutes and confirming the consumption of the starting materials by TLC, to the solution was added a solution of sodium bicarbonate (1.71 g, 20.35 mmol) in water (9.0 mL), and subsequently, an aqueous sol... The reactants are C(C)(=O)C(CCCC1=CC=CC=C1)(C)C1=NC(=C2C(NC(=NN21)CC2=CC(=C(C=C2)OC)OC)=O)C (7-(1-acetyl-1-methyl-4-phenylbutyl)-2-(3,4-dimethoxy-benzyl)-5-methylimidazo[5,1-f][1,2,4]triazin-4(3H)-one), [BH4-].[Na+] (sodium borohydride). Yields the product COC=1C=C(CC2=NN3C(C(N2)=O)=C(N=C3C(CCCC3=CC=CC=C3)(C)C(C)O)C)C=CC1OC (2-(3,4-dimethoxybenzyl)-7-[1-(1-hydroxyethyl)-1-methyl-4-phenylbutyl]-5-methylimidazo-[5,1-f][1,2,4]triazin-4(3H)-one). As a reaction SMILES: [C:1]([C:4]([C:15]1[N:23]2[C:18]([C:19](=[O:35])[NH:20][C:21]([CH2:24][C:25]3[CH:30]=[CH:29][C:28]([O:31][CH3:32])=[C:27]([O:33][CH3:34])[CH:26]=3)=[N:22]2)=[C:17]([CH3:36])[N:16]=1)([CH3:14])[CH2:5][CH2:6][CH2:7][C:8]1[CH:13]=[CH:12][CH:11]=[CH:10][CH:9]=1)(=[O:3])[CH3:2].[BH4-].[Na+]>>[CH3:34][O:33][C:27]1[CH:26]=[C:25]([CH:30]=[CH:29][C:28]=1[O:31][CH3:32])[CH2:24][C:21]1[NH:20][C:19](=[O:35])[C:18]2=[C:17]([CH3:36])[N:16]=[C:15]([C:4]([CH:1]([OH:3])[CH3:2])([CH3:14])[CH2:5][CH2:6][CH2:7][C:8]3[CH:9]=[CH:10][CH:11]=[CH:12][CH:13]=3)[N:23]2[N:22]=1 |f:1.2|. Reported procedure: 100 mg (0.20 mmol) of 7-(1-acetyl-1-methyl-4-phenylbutyl)-2-(3,4-dimethoxy-benzyl)-5-methylimidazo[5,1-f][1,2,4]triazin-4(3H)-one are reacted analogously to Example 12 with 23 mg (0.60 mmol) sodium borohydride to give 2-(3,4-dimethoxybenzyl)-7-[1-(1-hydroxyethyl)-1-methyl-4-phenylbutyl]-5-methylimidazo-[5,1-f][1,2,4]triazin-4(3H)-one. The reactants are COc1ccnc(Br)c1, COCCOC, CCOC(C)=O, OB(O)c1ccc(Cl)cc1, [Na+], [Na+], O=C([O-])[O-], [Pd], c1ccc(P(c2ccccc2)c2ccccc2)cc1, c1ccc(P(c2ccccc2)c2ccccc2)cc1, c1ccc(P(c2ccccc2)c2ccccc2)cc1, c1ccc(P(c2ccccc2)c2ccccc2)cc1. Yields the product COc1ccnc(-c2ccc(Cl)cc2)c1. Reaction SMILES: [Br:1][c:2]1[n:3][cH:4][cH:5][c:6]([O:8][CH3:9])[cH:7]1.[CH3:26][O:27][CH2:28][CH2:29][O:30][CH3:31].[CH3:32][CH2:33][O:34][C:35](=[O:36])[CH3:37].[Cl:10][c:11]1[cH:12][cH:13][c:14]([B:17]([OH:18])[OH:19])[cH:15][cH:16]1.[Na+:20].[Na+:21].[O-:22][C:23](=[O:24])[O-:25].[Pd:38].[c:39]1([P:40]([c:41]2[cH:42][cH:43][cH:44][cH:45][cH:46]2)[c:47]2[cH:48][cH:49][cH:50][cH:51][cH:52]2)[cH:53][cH:54][cH:55][cH:56][cH:57]1.[c:58]1([P:59]([c:60]2[cH:61][cH:62][cH:63][cH:64][cH:65]2)[c:66]2[cH:67][cH:68][cH:69][cH:70][cH:71]2)[cH:72][cH:73][cH:74][cH:75][cH:76]1.[c:77]1([P:78]([c:79]2[cH:80][cH:81][cH:82][cH:83][cH:84]2)[c:85]2[cH:86][cH:87][cH:88][cH:89][cH:90]2)[cH:91][cH:92][cH:93][cH:94][cH:95]1.[c:96]1([P:97]([c:98]2[cH:99][cH:100][cH:101][cH:102][cH:103]2)[c:104]2[cH:105][cH:106][cH:107][cH:108][cH:109]2)[cH:110][cH:111][cH:112][cH:113][cH:114]1>>[c:2]1(-[c:14]2[cH:13][cH:12][c:11]([Cl:10])[cH:16][cH:15]2)[n:3][cH:4][cH:5][c:6]([O:8][CH3:9])[cH:7]1.